This data is from the Open Reaction Database (ORD), a public repository of structured organic reaction records. The task is: describe an organic reaction: reactants, conditions, products, and yield The reactants are CC(C)(C)OC(=O)N1CCN(c2ncc(F)cc2F)CC1, Cl, C1COCCO1. The product is Fc1cnc(N2CCNCC2)c(F)c1. As a reaction SMILES: [C:1]([O:2][C:3](=[O:4])[N:8]1[CH2:9][CH2:10][N:11]([c:14]2[n:15][cH:16][c:17]([F:21])[cH:18][c:19]2[F:20])[CH2:12][CH2:13]1)([CH3:5])([CH3:6])[CH3:7].[ClH:22].[O:23]1[CH2:24][CH2:25][O:26][CH2:27][CH2:28]1>>[NH:8]1[CH2:9][CH2:10][N:11]([c:14]2[n:15][cH:16][c:17]([F:21])[cH:18][c:19]2[F:20])[CH2:12][CH2:13]1. The reactants are NC1=C(C(=O)OCC)C=CC=C1 (ethyl 2-aminobenzoate), N1=CC=C(C=C1)C=O (4-pyridylformaldehyde), [BH3-]C#N.[Na+] (NaBH3CN). The solvent is CO (methanol). Conditions: time 8 hour. The product is N1=CC=C(C=C1)CNC1=C(C(=O)OCC)C=CC=C1 (ethyl 2-[(4-pyridylmethyl)-amino]benzoate). As a reaction SMILES: [NH2:1][C:2]1[CH:12]=[CH:11][CH:10]=[CH:9][C:3]=1[C:4]([O:6][CH2:7][CH3:8])=[O:5].[N:13]1[CH:18]=[CH:17][C:16]([CH:19]=O)=[CH:15][CH:14]=1.[BH3-]C#N.[Na+]>CO>[N:13]1[CH:18]=[CH:17][C:16]([CH2:19][NH:1][C:2]2[CH:12]=[CH:11][CH:10]=[CH:9][C:3]=2[C:4]([O:6][CH2:7][CH3:8])=[O:5])=[CH:15][CH:14]=1 |f:2.3|. Procedure details: A mixture of ethyl 2-aminobenzoate (4 g) and 4-pyridylformaldehyde (1.2 eq) and NaBH3CN (2 eq) in methanol stirred overnight. The solvent was evaporated, and EtOAc (100 ml) and H2O (100 ml) were added. The solution was extracted three times with EtOAc and washed with H2O followed by brine, dried over Na2SO4 and evaporated. The residue was purified by column chromatography to give ethyl 2-[(4-pyridylmethyl)-amino]benzoate. The above compound (400 mg) was stirred with acetyl chloride (1.2 eq) and ... Starting materials: C#CC(=O)OC, CCCCCCS, C1CCC2=NCCCN2CC1. Product: CCCCCCSC=CC(=O)OC. Reaction SMILES: [C:1]([C:2]#[CH:3])(=[O:4])[O:5][CH3:6].[CH2:18]([CH2:19][CH2:20][CH2:21][CH2:22][CH3:23])[SH:24].[CH2:7]1[CH2:8][CH2:9][C:10]2=[N:15][CH2:14][CH2:13][CH2:12][N:11]2[CH2:16][CH2:17]1>>[C:1]([CH:2]=[CH:3][S:24][CH2:18][CH2:19][CH2:20][CH2:21][CH2:22][CH3:23])(=[O:4])[O:5][CH3:6].